From a dataset of the Open Reaction Database (ORD), a public repository of structured organic reaction records. describe an organic reaction: reactants, conditions, products, and yield The reactants are O (water), COC1=C(C=O)C(=CC=C1OC)[N+](=O)[O-] (2,3-dimethoxy-6-nitrobenzaldehyde), C(CO)O (ethylene glycol), O.C1(=CC=C(C=C1)S(=O)(=O)O)C (p-toluenesulfonic acid monohydrate). Solvent: C1=CC=CC=C1 (benzene). Product: C1COC(C2=C(C(=CC=C2[N+](=O)[O-])OC)OC)O1 (2,3-Dimethoxy-6-nitrobenzaldehyde-ethyleneketal). Reaction SMILES: [CH3:1][O:2][C:3]1[C:10]([O:11][CH3:12])=[CH:9][CH:8]=[C:7]([N+:13]([O-:15])=[O:14])[C:4]=1[CH:5]=[O:6].[CH2:16](O)[CH2:17][OH:18].O.C1(C)C=CC(S(O)(=O)=O)=CC=1.O>C1C=CC=CC=1>[CH2:17]1[O:18][CH:5]([C:4]2[C:7]([N+:13]([O-:15])=[O:14])=[CH:8][CH:9]=[C:10]([O:11][CH3:12])[C:3]=2[O:2][CH3:1])[O:6][CH2:16]1 |f:2.3|. Procedure: A mixture of 2,3-dimethoxy-6-nitrobenzaldehyde (16.0 g, 75 mM), ethylene glycol (64 g, 103 mM), and p-toluenesulfonic acid monohydrate (0.2 g) in benzene (750 ml) is refluxed in a Dean-Stark apparatus for 48 hours. The solution is then poured into water (1 l.). The organic phase is washed with saturated aqueous NaHCO3 (2×20 ml), dried over Na2SO4, filtered, and the solvent removed in vacuo. The crude product is recrystallized from n-hexane (2 l.); yield 15.2 g (78.2%); m.p. 74°-76° C. Starting materials: O=C([O-])O, C[O-], CCOC(C)=O, O=[N+]([O-])c1ccc(CBr)cc1, [Na+], [Na+], O=C(O)c1cccnc1. Yields the product O=C(OCc1ccc([N+](=O)[O-])cc1)c1cccnc1. RXN SMILES: [C:30](=[O:31])([OH:32])[O-:33].[CH3:10][O-:11].[CH3:24][CH2:25][O:26][C:27](=[O:28])[CH3:29].[N+:13](=[O:14])([O-:15])[c:16]1[cH:17][cH:18][c:19]([CH2:20][Br:21])[cH:22][cH:23]1.[Na+:12].[Na+:34].[OH:1][C:2](=[O:3])[c:4]1[cH:5][cH:6][cH:7][n:8][cH:9]1>>[O:1]([C:2](=[O:3])[c:4]1[cH:5][cH:6][cH:7][n:8][cH:9]1)[CH2:20][c:19]1[cH:18][cH:17][c:16]([N+:13](=[O:14])[O-:15])[cH:23][cH:22]1. The reactants are COC=1C=C(C=CC1OC)[Mg]Br (3,4-dimethoxyphenylmagnesium bromide), B(C1=CC(=CC=C1)Cl)(O)OCCO (3-chlorophenylboronic acid ethylene glycol ester), title complex. The product is ClC=1C=C(C=CC1)B(O)C1=CC(=C(C=C1)OC)OC ((3-Chlorophenyl)(3,4-dimethoxyphenyl)borinic acid). RXN SMILES: [CH3:1][O:2][C:3]1[CH:4]=[C:5]([Mg]Br)[CH:6]=[CH:7][C:8]=1[O:9][CH3:10].[B:13](OCCO)([OH:21])[C:14]1[CH:19]=[CH:18][CH:17]=[C:16]([Cl:20])[CH:15]=1>>[Cl:20][C:16]1[CH:15]=[C:14]([B:13]([C:5]2[CH:6]=[CH:7][C:8]([O:9][CH3:10])=[C:3]([O:2][CH3:1])[CH:4]=2)[OH:21])[CH:19]=[CH:18][CH:17]=1. Procedure: (3-Chlorophenyl)(3,4-dimethoxyphenyl)borinic acid was prepared from 3,4-dimethoxyphenylmagnesium bromide and 3-chlorophenylboronic acid ethylene glycol ester by the procedure described in Example 6a. The title complex product was made by the methodology described in Section 5.3.7.1, and obtained as yellow crystals. MS (ESI, positive): m/z=404 (M+1); 1H NMR (DMSO-d6, 300 MHz): δ 9.17 (d, 1H), 8.78 (d, 1H), 7.90 (dd, 1H), 7.70 (t, 1H), 7.43 (d, 1H), 7.30-7.17 (m, 5H), 6.89-6.80 (m, 3H), 3,66 (s, 3... Reactants: C(=O)(OCC1C2=CC=CC=C2C2=CC=CC=C12)Cl (FMOC-chloride), O[C@@H]1C[C@H](NC1)C(=O)O (trans-4-hydroxy-L-proline). The solvent is C(Cl)Cl (methylene chloride). Yields the product C(=O)(OCC1C2=CC=CC=C2C2=CC=CC=C12)N1[C@H](C(=O)O)C[C@H](C1)O (FMOC-trans-4-hydroxy-L-proline). Reaction SMILES: [C:1](Cl)([O:3][CH2:4][CH:5]1[C:17]2[C:12](=[CH:13][CH:14]=[CH:15][CH:16]=2)[C:11]2[C:6]1=[CH:7][CH:8]=[CH:9][CH:10]=2)=[O:2].[OH:19][C@H:20]1[CH2:24][NH:23][C@H:22]([C:25]([OH:27])=[O:26])[CH2:21]1>C(Cl)Cl>[C:1]([N:23]1[CH2:24][C@H:20]([OH:19])[CH2:21][C@H:22]1[C:25]([OH:27])=[O:26])([O:3][CH2:4][CH:5]1[C:17]2[C:12](=[CH:13][CH:14]=[CH:15][CH:16]=2)[C:11]2[C:6]1=[CH:7][CH:8]=[CH:9][CH:10]=2)=[O:2]. Reported procedure: The FMOC-trans-4-hydroxy-L-proline 57 was prepared as follows: 1.1 equivalents of FMOC-chloride is added to 1.0 equivalents of trans-4-hydroxy-L-proline (Aldrich company) and allowed to stir for 12 hour at 25° C. in 0.10M methylene chloride. The resulting mixture is quenched with water, washed with sodium bicarbonate and dried over magnesium sulfate (standard workup conditions). The crude compound can then be purified by flash chromatography. Mass Spectral analysis: m/e calc'd for C53H58O11N2Cs ... Reactants: NC=1C(=CC2=C(N=C(N=C2)NCCCN(CC)CC)N1)C1=C(C=CC=C1C)C (7-amino-6-(2,6-dimethylphenyl)-2-(3-diethylamino-propylamino)-pyrido[2,3-d]pyrimidine), C(C)(C)(C)N=C=O (tert-butyl isocyanate). The product is C(C)(C)(C)NC(=O)NC=1C(=CC2=C(N=C(N=C2)NCCCN(CC)CC)N1)C1=C(C=CC=C1C)C (1-tert-Butyl-3-[2-(3-diethylamino-propylamino)-6-(2,6-dimethyl-phenyl)-pyrido[2,3-d]pyrimidin-7-yl]-urea). RXN SMILES: [NH2:1][C:2]1[C:3]([C:21]2[C:26]([CH3:27])=[CH:25][CH:24]=[CH:23][C:22]=2[CH3:28])=[CH:4][C:5]2[CH:10]=[N:9][C:8]([NH:11][CH2:12][CH2:13][CH2:14][N:15]([CH2:18][CH3:19])[CH2:16][CH3:17])=[N:7][C:6]=2[N:20]=1.[C:29]([N:33]=[C:34]=[O:35])([CH3:32])([CH3:31])[CH3:30]>>[C:29]([NH:33][C:34]([NH:1][C:2]1[C:3]([C:21]2[C:22]([CH3:28])=[CH:23][CH:24]=[CH:25][C:26]=2[CH3:27])=[CH:4][C:5]2[CH:10]=[N:9][C:8]([NH:11][CH2:12][CH2:13][CH2:14][N:15]([CH2:16][CH3:17])[CH2:18][CH3:19])=[N:7][C:6]=2[N:20]=1)=[O:35])([CH3:32])([CH3:31])[CH3:30]. Reported procedure: Prepared as described in Example 21, starting from 0.50 g of 7-amino-6-(2,6-dimethylphenyl)-2-(3-diethylamino-propylamino)-pyrido[2,3-d]pyrimidine from Example 114 and 0.17 mL of tert-butyl isocyanate. The product was purified by reverse phase preparative HPLC on a C18 reverse phase column, eluting with a solvent gradient starting from 95% of 0.1% trifluoroacetic acid in water/5% of 0.1% trifluoroacetic acid in acetonitrile to 65% of 0.1% trifluoroacetic acid in water/35% of 0.1% trifluoroacetic... Reactants: CC(C)=O, CC1(c2ncc(CCl)s2)OCCO1, [K+], [K+], O=[N+]([O-])c1cn[nH]c1, N#N, O=C([O-])[O-]. The product is CC1(c2ncc(Cn3cc([N+](=O)[O-])cn3)s2)OCCO1. As a reaction SMILES: [CH3:30][C:31](=[O:32])[CH3:33].[Cl:3][CH2:4][c:5]1[cH:6][n:7][c:8]([C:10]2([CH3:15])[O:11][CH2:12][CH2:13][O:14]2)[s:9]1.[K+:24].[K+:25].[N+:16](=[O:17])([O-:18])[c:19]1[cH:20][n:21][nH:22][cH:23]1.[N:1]#[N:2].[O-:26][C:27]([O-:28])=[O:29]>>[CH2:4]([c:5]1[cH:6][n:7][c:8]([C:10]2([CH3:15])[O:11][CH2:12][CH2:13][O:14]2)[s:9]1)[n:21]1[cH:20][c:19]([N+:16](=[O:17])[O-:18])[cH:23][n:22]1. Product: ClC1=NC=CC(=C1)OC1=CC(=C(C=C1)NC(OC(C)(C)C)=O)F (tert-butyl N-[4-[(2-chloro-4-pyridyl)oxy]-2-fluoro-phenyl]carbamate). The solvent is CN1C(CCC1)=O (N-methyl-2-pyrrolidone). Reaction conditions: temperature 0 celsius, time 30 minute. Starting materials: CC(C)(C)[O-].[K+] (t-BuOK), FC1=C(C=CC(=C1)O)NC(OC(C)(C)C)=O (tert-butyl N-(2-fluoro-4-hydroxy-phenyl)carbamate), ClC1=NC=CC(=C1)F (2-chloro-4-fluoropyridine). As a reaction SMILES: [F:1][C:2]1[CH:7]=[C:6]([OH:8])[CH:5]=[CH:4][C:3]=1[NH:9][C:10](=[O:16])[O:11][C:12]([CH3:15])([CH3:14])[CH3:13].CC([O-])(C)C.[K+].[Cl:23][C:24]1[CH:29]=[C:28](F)[CH:27]=[CH:26][N:25]=1>CN1CCCC1=O>[Cl:23][C:24]1[CH:29]=[C:28]([O:8][C:6]2[CH:5]=[CH:4][C:3]([NH:9][C:10](=[O:16])[O:11][C:12]([CH3:13])([CH3:15])[CH3:14])=[C:2]([F:1])[CH:7]=2)[CH:27]=[CH:26][N:25]=1 |f:1.2|. Yield: 79.1%. Reported procedure: Dissolve tert-butyl N-(2-fluoro-4-hydroxy-phenyl)carbamate (10.47 g, 46.1 mmol) in N-methyl-2-pyrrolidone (NMP, 100 mL), add t-BuOK (5.67 g, 50.5 mmol) and stir at 0° C. for 30 min. Add 2-chloro-4-fluoropyridine (5.5 g, 41.9 mmol), then stir at 70° C. under N2 for 12 hrs. Quench the reaction with water, extract with EtOAc (300 mL×3), combine the organic layers, wash with brine (300 mL×2), dry over anhydrous Na2SO4. Concentrate under reduced pressure to give the crude product. Purification by chr... Reactants: CC(=O)OC(C)=O, COc1cc(CC(=O)O)ccc1O, O. Product: COc1cc(CC(=O)O)ccc1OC(C)=O. Reaction SMILES: [CH3:1][C:2](=[O:3])[O:4][C:5](=[O:6])[CH3:7].[CH3:8][O:9][c:10]1[cH:11][c:12]([CH2:13][C:14]([OH:15])=[O:16])[cH:17][cH:18][c:19]1[OH:20].[OH2:21]>>[CH3:1][C:2](=[O:3])[O:20][c:19]1[c:10]([O:9][CH3:8])[cH:11][c:12]([CH2:13][C:14]([OH:15])=[O:16])[cH:17][cH:18]1.